From a dataset of the Open Reaction Database (ORD), a public repository of structured organic reaction records. describe an organic reaction: reactants, conditions, products, and yield The product is COc1cc(C(=O)O)ccc1OCC(C)(C)OC. RXN SMILES: [CH3:1][O:2][c:3]1[cH:4][c:5]([C:6](=[O:7])[O:8][CH3:9])[cH:10][cH:11][c:12]1[O:13][CH2:14][C:15]([CH3:16])([CH3:17])[O:18][CH3:19].[Na+:21].[O:22]1[CH2:23][CH2:24][O:25][CH2:26][CH2:27]1.[OH-:20]>>[CH3:1][O:2][c:3]1[cH:4][c:5]([C:6](=[O:7])[OH:8])[cH:10][cH:11][c:12]1[O:13][CH2:14][C:15]([CH3:16])([CH3:17])[O:18][CH3:19]. Starting materials: COC(=O)c1ccc(OCC(C)(C)OC)c(OC)c1, [Na+], C1COCCO1, [OH-]. Starting materials: C(C)N(CCOC1=CC(=C(C=C1)[N+](=O)[O-])[N+](=O)[O-])CC (1-(2-diethylaminoethyloxy)-3,4-dinitrobenzene), O1CCN(CC1)C1=CC=C(C=C1)NC(=O)C1=CC=C(C=O)C=C1 (4-(4-morpholinophenyl)aminocarbonylbenzaldehyde). Yields the product C(C)N(CCOC=1C=CC2=C(NC(=N2)C2=CC=C(C(=O)NC3=CC=C(C=C3)N3CCOCC3)C=C2)C1)CC (4-(6-(2-(Diethylamino)ethyloxy)-1H-benzo[d]imidazol-2-yl)-N-(4-morpholinophenyl)benzamide). Reaction SMILES: [CH2:1]([N:3]([CH2:19][CH3:20])[CH2:4][CH2:5][O:6][C:7]1[CH:12]=[CH:11][C:10]([N+:13]([O-])=O)=[C:9]([N+:16]([O-])=O)[CH:8]=1)[CH3:2].[O:21]1[CH2:26][CH2:25][N:24]([C:27]2[CH:32]=[CH:31][C:30]([NH:33][C:34]([C:36]3[CH:43]=[CH:42][C:39]([CH:40]=O)=[CH:38][CH:37]=3)=[O:35])=[CH:29][CH:28]=2)[CH2:23][CH2:22]1>>[CH2:1]([N:3]([CH2:19][CH3:20])[CH2:4][CH2:5][O:6][C:7]1[CH:12]=[CH:11][C:10]2[N:13]=[C:40]([C:39]3[CH:38]=[CH:37][C:36]([C:34]([NH:33][C:30]4[CH:29]=[CH:28][C:27]([N:24]5[CH2:23][CH2:22][O:21][CH2:26][CH2:25]5)=[CH:32][CH:31]=4)=[O:35])=[CH:43][CH:42]=3)[NH:16][C:9]=2[CH:8]=1)[CH3:2]. Procedure: Compound 643 was prepared according to the procedure similar to that described in Scheme III from 1-(2-diethylaminoethyloxy)-3,4-dinitrobenzene and 4-(4-(4-morpholinophenyl)aminocarbonylbenzaldehyde. [M+H]+ calcd for C30H35N5O3: 514.27; found: 514.13. Starting materials: CC1=NC=CC(=C1)C#CC=1N=C(N(C1)COCC[Si](C)(C)C)C (2-Methyl-4-[2-methyl-1-(2-trimethylsilanyl-ethoxymethyl)-1H-imidazol-4-ylethynyl]-pyridine), CC1=NC=CC(=C1)C#CC=1N(C(=NC1)C)COCC[Si](C)(C)C (2-methyl-4-[2-methyl-3-(2-trimethylsilanyl-ethoxymethyl)-3H-imidazol-4-ylethynyl]-pyridine). Solvent: CCO (EtOH), Cl (HCl). Run at time 8 hour. Product: CC1=NC=CC(=C1)C#CC=1N=C(NC1)C (2-Methyl-4-(2-methyl-1H-imidazol-4-ylethynyl)-pyridine), foam. The yield is 69.0%. As a reaction SMILES: [CH3:1][C:2]1[CH:7]=[C:6]([C:8]#[C:9][C:10]2[N:11]=[C:12]([CH3:23])[N:13](COCC[Si](C)(C)C)[CH:14]=2)[CH:5]=[CH:4][N:3]=1.CC1C=C(C#CC2N(COCC[Si](C)(C)C)C(C)=NC=2)C=CN=1>CCO.Cl>[CH3:1][C:2]1[CH:7]=[C:6]([C:8]#[C:9][C:10]2[N:11]=[C:12]([CH3:23])[NH:13][CH:14]=2)[CH:5]=[CH:4][N:3]=1. Reported procedure: 2-Methyl-4-[2-methyl-1-(2-trimethylsilanyl-ethoxymethyl)-1H-imidazol-4-ylethynyl]-pyridine and 2-methyl-4-[2-methyl-3-(2-trimethylsilanyl-ethoxymethyl)-3H-imidazol-4-ylethynyl]-pyridine (2.85 g, 8.7 mmol) were dissolved in 50 mL EtOH saturated with HCl. The reaction mixture was stirred at RT overnight. The solvent was evaporated. The residue was taken up in 50 mL water and adjusted to pH7 by addition of sodium hydroxide. The aqueous phase was extracted three times with ethyl acetate (70 mL each)... The product is CCN(CC)C(=S)SCCNC(=O)CCNC(=O)OCc1ccccc1. RXN SMILES: [CH2:1]([c:2]1[cH:3][cH:4][cH:5][cH:6][cH:7]1)[O:8][C:9](=[O:10])[NH:11][CH2:12][CH2:13][C:14](=[O:15])[NH:16][CH2:17][CH2:18][Br:19].[CH2:23]([CH3:24])[N:25]([C:26]([S-:27])=[S:28])[CH2:29][CH3:30].[CH3:32][C:33](=[O:34])[CH3:35].[Na+:31].[OH2:20].[OH2:21].[OH2:22]>>[CH2:1]([c:2]1[cH:3][cH:4][cH:5][cH:6][cH:7]1)[O:8][C:9](=[O:10])[NH:11][CH2:12][CH2:13][C:14](=[O:15])[NH:16][CH2:17][CH2:18][S:28][C:26]([N:25]([CH2:23][CH3:24])[CH2:29][CH3:30])=[S:27]. The reactants are O=C(CCNC(=O)OCc1ccccc1)NCCBr, CCN(CC)C(=S)[S-], CC(C)=O, [Na+], O, O, O.